This data is from the Open Reaction Database (ORD), a public repository of structured organic reaction records. The task is: describe an organic reaction: reactants, conditions, products, and yield Starting materials: CCOC(=O)CC(c1cnc(Br)s1)c1c[nH]c2c(CSC)cccc12, CC(C)C[Al+]CC(C)C, CCOC(C)=O, CCCCCCC, Cl, [H-], C1CCOC1, C1CCOC1, O. Yields the product CSCc1cccc2c(C(CCO)c3cnc(Br)s3)c[nH]c12. RXN SMILES: [Br:1][c:2]1[s:3][c:4]([CH:7]([CH2:8][C:9](=[O:10])[O:11][CH2:12][CH3:13])[c:14]2[cH:15][nH:16][c:17]3[c:18]([CH2:23][S:24][CH3:25])[cH:19][cH:20][cH:21][c:22]23)[cH:5][n:6]1.[CH2:27]([Al+:28][CH2:29][CH:30]([CH3:31])[CH3:32])[CH:33]([CH3:34])[CH3:35].[CH3:36][CH2:37][O:38][C:39](=[O:40])[CH3:41].[CH3:53][CH2:54][CH2:55][CH2:56][CH2:57][CH2:58][CH3:59].[ClH:42].[H-:26].[O:43]1[CH2:44][CH2:45][CH2:46][CH2:47]1.[O:48]1[CH2:49][CH2:50][CH2:51][CH2:52]1.[OH2:60]>>[Br:1][c:2]1[s:3][c:4]([CH:7]([CH2:8][CH2:9][OH:10])[c:14]2[cH:15][nH:16][c:17]3[c:18]([CH2:23][S:24][CH3:25])[cH:19][cH:20][cH:21][c:22]23)[cH:5][n:6]1. RXN SMILES: [F:1][C:2]([F:11])([F:10])[C:3]1[CH:4]=[CH:5][C:6]([NH2:9])=[N:7][CH:8]=1.[I:12]([O-])(=O)=O.[K+].[I-].[K+].C(=O)(O)[O-].[Na+]>S(=O)(=O)(O)O.O>[I:12][C:5]1[C:6]([NH2:9])=[N:7][CH:8]=[C:3]([C:2]([F:1])([F:10])[F:11])[CH:4]=1 |f:1.2,3.4,5.6|. Isolated yield 227.9%. Reaction conditions: temperature 100 celsius. Reported procedure: A mixture of 5-trifluoromethyl-pyridin-2-ylamine (32.4 g, 0.2 mol) and potassium iodate (17.12 g, 0.08 mol) in 2M sulfuric acid (400 mL) was heated at 100° C. and a solution of potassium iodide (33.2 g, 0.2 mol) in water (83 mL) was added dropwise over 1 h. The resulting mixture was heated to reflux for 12 h. After being cooled to room temperature, the mixture was adjusted to pH 7 with careful addition of solid sodium bicarbonate. The mixture was extracted with dichloromethane, washed with a sat... The solvent is O (water), S(O)(O)(=O)=O (sulfuric acid). Product: IC=1C(=NC=C(C1)C(F)(F)F)N (3-iodo-5-trifluoromethyl-pyridin-2-ylamine). Reactants: [I-].[K+] (potassium iodide), C([O-])(O)=O.[Na+] (sodium bicarbonate), FC(C=1C=CC(=NC1)N)(F)F (5-trifluoromethyl-pyridin-2-ylamine), I(=O)(=O)[O-].[K+] (potassium iodate). Reactants: CCCCC(O)CCCC, C[N+](=O)[O-], O=C(O)c1ccccc1I. Yields the product CCCCC(=O)CCCC. RXN SMILES: [CH3:11][CH2:12][CH2:13][CH2:14][CH:15]([CH2:16][CH2:17][CH2:18][CH3:19])[OH:20].[N+:21]([CH3:22])([O-:23])=[O:24].[OH:1][C:2]([c:3]1[c:4]([I:5])[cH:6][cH:7][cH:8][cH:9]1)=[O:10]>>[CH3:11][CH2:12][CH2:13][CH2:14][C:15]([CH2:16][CH2:17][CH2:18][CH3:19])=[O:20]. Starting materials: C(C)(=O)C1=CC=NC=C1.C=1C(=CC=[N+](C1)C[N+]2=CC=C(C=C2)/C=N/O)/C=N/O.[Br-].[Br-] (4-acetylpyridine methoxime), C(=O)C1=CC=NC=C1 (4-formylpyridine), C=1C(=CC=[N+](C1)C[N+]2=CC=C(C=C2)/C=N/O)/C=N/O.[Br-].[Br-] (methoxime). Yields the product C(=O)C1=CC=NC=C1.C=1C(=CC=[N+](C1)C[N+]2=CC=C(C=C2)/C=N/O)/C=N/O.[Br-].[Br-] (4-formylpyridine methoxime). Reaction SMILES: [C:1]([C:4]1[CH:9]=[CH:8][N:7]=[CH:6][CH:5]=1)(=[O:3])C.[CH:10]1[C:11](/[CH:26]=[N:27]/[OH:28])=[CH:12][CH:13]=[N+:14]([CH2:16][N+:17]2[CH:22]=[CH:21][C:20](/[CH:23]=[N:24]/[OH:25])=[CH:19][CH:18]=2)[CH:15]=1.[Br-:29].[Br-].C(C1C=CN=CC=1)=O.C1C(/C=N/O)=CC=[N+](C[N+]2C=CC(/C=N/O)=CC=2)C=1.[Br-].[Br-]>>[CH:1]([C:4]1[CH:9]=[CH:8][N:7]=[CH:6][CH:5]=1)=[O:3].[CH:12]1[C:11](/[CH:26]=[N:27]/[OH:28])=[CH:10][CH:15]=[N+:14]([CH2:16][N+:17]2[CH:18]=[CH:19][C:20](/[CH:23]=[N:24]/[OH:25])=[CH:21][CH:22]=2)[CH:13]=1.[Br-:29].[Br-:29] |f:0.1.2.3,5.6.7,8.9.10.11|. Procedure: By following the procedures and by employing the reaction conditions and reagents used in the preparation of 4-acetylpyridine methoxime described by Example 4 part A, 10.71 g. of 4-formylpyridine was converted to the methoxime. The methoxime was obtained as an oil. Reactants: C(C)(C)(C)OC(=O)N1CCN(CC1)C(=O)C1CCN(CC1)C1=CC(=C(C=C1)F)C1=NC2=C(N1)C=CC(=C2)C (4-{1-[4-Fluoro-3-(5-methyl-1H-benzoimidazol-2-yl)-phenyl]-piperidine-4-carbonyl}-piperazine-1-carboxylic acid tert-butyl ester). Run in Cl (HCl), CCOCC (Et2O). Run at time 2 day. Yields the product FC1=C(C=C(C=C1)N1CCC(CC1)C(=O)N1CCNCC1)C1=NC2=C(N1)C=CC(=C2)C ({1-[4-Fluoro-3-(5-methyl-1H-benzoimidazol-2-yl)-phenyl]-piperidin-4-yl}-piperazin-1-yl-methanone). Yield: 118.6%. As a reaction SMILES: C(OC([N:8]1[CH2:13][CH2:12][N:11]([C:14]([CH:16]2[CH2:21][CH2:20][N:19]([C:22]3[CH:27]=[CH:26][C:25]([F:28])=[C:24]([C:29]4[NH:33][C:32]5[CH:34]=[CH:35][C:36]([CH3:38])=[CH:37][C:31]=5[N:30]=4)[CH:23]=3)[CH2:18][CH2:17]2)=[O:15])[CH2:10][CH2:9]1)=O)(C)(C)C>Cl.CCOCC>[F:28][C:25]1[CH:26]=[CH:27][C:22]([N:19]2[CH2:18][CH2:17][CH:16]([C:14]([N:11]3[CH2:10][CH2:9][NH:8][CH2:13][CH2:12]3)=[O:15])[CH2:21][CH2:20]2)=[CH:23][C:24]=1[C:29]1[NH:33][C:32]2[CH:34]=[CH:35][C:36]([CH3:38])=[CH:37][C:31]=2[N:30]=1. Procedure details: Method I—Step b A mixture of 4-{1-[4-Fluoro-3-(5-methyl-1H-benzoimidazol-2-yl)-phenyl]-piperidine-4-carbonyl}-piperazine-1-carboxylic acid tert-butyl ester (0.02 g, 0.04 mmol) in 2M HCl in Et2O (3 mL) was stirred for 2 days at room temperature, then solvent was removed and the crude filtered through an NH2 cartridge (eluent EtOAc), to obtain 0.02 g of the title compound with quantitative yield. Reported procedure: To a solution of 2-bromo-1-(4-fluorophenylmethyl)-1H-benzimidazole (0.244 g) in n-butanol (1 ml) was added 1-[2-[4-(2-ethoxycarbonylethyl)phenyl]ethyl]-1,5-diazacyclooctane (1.00 g), and the mixture was refluxed for 2 hours. To the reaction mixture was added a saturated aqueous NaHCO3 solution (50 ml), and the mixture was extracted with methylene chloride (30 ml). The extract was washed with water, and dried over anhydrous MgSO4. The solvent was removed under reduced pressure, and the residue wa... Yield: 85.0%. As a reaction SMILES: Br[C:2]1[N:6]([CH2:7][C:8]2[CH:13]=[CH:12][C:11]([F:14])=[CH:10][CH:9]=2)[C:5]2[CH:15]=[CH:16][CH:17]=[CH:18][C:4]=2[N:3]=1.[CH2:19]([O:21][C:22]([CH2:24][CH2:25][C:26]1[CH:31]=[CH:30][C:29]([CH2:32][CH2:33][N:34]2[CH2:41][CH2:40][CH2:39][NH:38][CH2:37][CH2:36][CH2:35]2)=[CH:28][CH:27]=1)=[O:23])[CH3:20].C([O-])(O)=O.[Na+]>C(O)CCC>[CH2:19]([O:21][C:22]([CH2:24][CH2:25][C:26]1[CH:31]=[CH:30][C:29]([CH2:32][CH2:33][N:34]2[CH2:35][CH2:36][CH2:37][N:38]([C:2]3[N:6]([CH2:7][C:8]4[CH:13]=[CH:12][C:11]([F:14])=[CH:10][CH:9]=4)[C:5]4[CH:15]=[CH:16][CH:17]=[CH:18][C:4]=4[N:3]=3)[CH2:39][CH2:40][CH2:41]2)=[CH:28][CH:27]=1)=[O:23])[CH3:20] |f:2.3|. The product is C(C)OC(=O)CCC1=CC=C(C=C1)CCN1CCCN(CCC1)C1=NC2=C(N1CC1=CC=C(C=C1)F)C=CC=C2 (5-[2-[4-(2-ethoxycarbonylethyl)phenyl]ethyl]-1-[1-(4-fluorophenylmethyl)-1H-benzimidazol-2-yl]-1,5-diazacyclooctane). The solvent is C(CCC)O (n-butanol). Reactants: BrC1=NC2=C(N1CC1=CC=C(C=C1)F)C=CC=C2 (2-bromo-1-(4-fluorophenylmethyl)-1H-benzimidazole), C(C)OC(=O)CCC1=CC=C(C=C1)CCN1CCCNCCC1 (1-[2-[4-(2-ethoxycarbonylethyl)phenyl]ethyl]-1,5-diazacyclooctane), C(=O)(O)[O-].[Na+] (NaHCO3).